This data is from the Open Reaction Database (ORD), a public repository of structured organic reaction records. The task is: describe an organic reaction: reactants, conditions, products, and yield Reactants: O=C1C2CCCC2Nc2ccccc2N1Cc1ccccc1, CC(=O)OC(C)=O. Product: CC(=O)N1c2ccccc2N(Cc2ccccc2)C(=O)C2CCCC21. RXN SMILES: [CH2:1]([c:2]1[cH:3][cH:4][cH:5][cH:6][cH:7]1)[N:8]1[c:9]2[c:10]([cH:19][cH:20][cH:21][cH:22]2)[NH:11][CH:12]2[CH:13]([C:14]1=[O:15])[CH2:16][CH2:17][CH2:18]2.[CH3:23][C:24](=[O:25])[O:26][C:27](=[O:28])[CH3:29]>>[CH2:1]([c:2]1[cH:3][cH:4][cH:5][cH:6][cH:7]1)[N:8]1[c:9]2[c:10]([cH:19][cH:20][cH:21][cH:22]2)[N:11]([C:24]([CH3:23])=[O:25])[CH:12]2[CH:13]([C:14]1=[O:15])[CH2:16][CH2:17][CH2:18]2. Starting materials: COC1=CC(=CC(=C1)F)OC (1,3-dimethoxy-5-fluorobenzene), CC(C(=O)Cl)C (2-methylpropanoyl chloride). Solvent: [N+](=O)([O-])C1=CC=CC=C1 (nitrobenzene). Reaction conditions: temperature 5 celsius. Product: final product, COC1=C(C(=CC(=C1)F)OC)C(C(C)C)=O (1-(2,6-dimethoxy-4-fluorophenyl)-2-methylpropan-1-one). Reaction SMILES: [CH3:1][O:2][C:3]1[CH:8]=[C:7]([F:9])[CH:6]=[C:5]([O:10][CH3:11])[CH:4]=1.[CH3:12][CH:13]([CH3:17])[C:14](Cl)=[O:15]>[N+](C1C=CC=CC=1)([O-])=O>[CH3:1][O:2][C:3]1[CH:8]=[C:7]([F:9])[CH:6]=[C:5]([O:10][CH3:11])[C:4]=1[C:14](=[O:15])[CH:13]([CH3:17])[CH3:12]. Procedure details: Into a 1-liter, three-necked round-bottom flask was placed 20.0 g (0.13 mole) of 1,3-dimethoxy-5-fluorobenzene, 13.6 g (0.0.13 mole) of 2-methylpropanoyl chloride, and 100 ml of nitrobenzene. The mixture was flushed with argon and an equal molar amount of AlCl3 (17.2 g) was added to the reaction mixture while stirring at 5° C. The mixture was stirred at a temperature of 5° C. for about 1 hour after the addition of the AlCl3. The reaction mixture was then mixed with about 100 ml of distilled wate...